describe an organic reaction: reactants, conditions, products, and yield From a dataset of the Open Reaction Database (ORD), a public repository of structured organic reaction records. Reactants: CS(=O)(=O)c1cc(Br)ccc1I, CS(=O)(=O)c1cc(Br)ccc1-c1ccccc1, OB(O)c1ccc(Cl)cc1. Yields the product CS(=O)(=O)c1cc(Br)ccc1-c1ccc(Cl)cc1. RXN SMILES: [Br:18][c:19]1[cH:20][cH:21][c:22]([I:23])[c:24]([S:25]([CH3:26])(=[O:27])=[O:28])[cH:29]1.[Br:1][c:2]1[cH:3][c:4]([S:14](=[O:15])(=[O:16])[CH3:17])[c:5](-[c:8]2[cH:9][cH:10][cH:11][cH:12][cH:13]2)[cH:6][cH:7]1.[Cl:30][c:31]1[cH:32][cH:33][c:34]([B:35]([OH:36])[OH:37])[cH:38][cH:39]1>>[Br:1][c:2]1[cH:3][c:4]([S:14](=[O:15])(=[O:16])[CH3:17])[c:5](-[c:8]2[cH:9][cH:10][c:11]([Cl:30])[cH:12][cH:13]2)[cH:6][cH:7]1. Starting materials: CC(=O)O, CCO, CNc1ncc([N+](=O)[O-])cc1Cl, [Fe]. Product: CNc1ncc(N)cc1Cl. RXN SMILES: [CH3:13][C:14](=[O:15])[OH:16].[CH3:18][CH2:19][OH:20].[Cl:1][c:2]1[c:3]([NH:11][CH3:12])[n:4][cH:5][c:6]([N+:8]([O-:9])=[O:10])[cH:7]1.[Fe:17]>>[Cl:1][c:2]1[c:3]([NH:11][CH3:12])[n:4][cH:5][c:6]([NH2:8])[cH:7]1. Starting materials: [N-]=[N+]=NC(=O)c1cn2nc(Cl)ccc2n1, CN(C)C=O, O. The product is Nc1cn2nc(Cl)ccc2n1. As a reaction SMILES: [N:1]([C:2](=[O:3])[c:6]1[n:7][c:8]2[n:9]([n:10][c:11]([Cl:14])[cH:12][cH:13]2)[cH:15]1)=[N+:4]=[N-:5].[O:16]=[CH:17][N:18]([CH3:19])[CH3:20].[OH2:21]>>[c:6]1([NH2:18])[n:7][c:8]2[n:9]([n:10][c:11]([Cl:14])[cH:12][cH:13]2)[cH:15]1. The reactants are C(C)(=O)NC1=NC=CC(=C1)C=1SC(=C(N1)C1=C(C=CC=C1)Cl)C(=O)OCC (ethyl 2-[2-(acetylamino)pyridin-4-yl]-4-(2-chlorophenyl)-1,3-thiazole-5-carboxylate), O.[OH-].[Li+] (lithium hydroxide, monohydrate), Cl (HCl). The solvent is O1CCCC1 (tetrahydrofuran), O (water). Run at time 18 hour. Yields the product C(C)(=O)NC1=NC=CC(=C1)C=1SC(=C(N1)C1=C(C=CC=C1)Cl)C(=O)O (2-[2-(acetylamino)pyridin-4-yl]-4-(2-chlorophenyl)-1,3-thiazole-5-carboxylic acid). Yield: 100.1%. Reaction SMILES: [C:1]([NH:4][C:5]1[CH:10]=[C:9]([C:11]2[S:12][C:13]([C:23]([O:25]CC)=[O:24])=[C:14]([C:16]3[CH:21]=[CH:20][CH:19]=[CH:18][C:17]=3[Cl:22])[N:15]=2)[CH:8]=[CH:7][N:6]=1)(=[O:3])[CH3:2].O.[OH-].[Li+].Cl>O1CCCC1.O>[C:1]([NH:4][C:5]1[CH:10]=[C:9]([C:11]2[S:12][C:13]([C:23]([OH:25])=[O:24])=[C:14]([C:16]3[CH:21]=[CH:20][CH:19]=[CH:18][C:17]=3[Cl:22])[N:15]=2)[CH:8]=[CH:7][N:6]=1)(=[O:3])[CH3:2] |f:1.2.3|. Procedure details: To a stirred solution of ethyl 2-[2-(acetylamino)pyridin-4-yl]-4-(2-chlorophenyl)-1,3-thiazole-5-carboxylate (0.249 g, 0.620 mmol) in tetrahydrofuran (1.670 mL) and water (0.100 mL) was added lithium hydroxide, monohydrate (0.037 g, 0.891 mmol) and stirred for 18 h. The mixture was acidified to pH 6 with aqueous 1N HCl (1.20 mL, 1.20 mmol) and extracted with EtOAc (10.0 mL×3). The combined organic layers were dried over anhydrous Na2SO4, filtered and concentrated in vacuo to afford the crude pro... Reactants: Oc1c(F)cc(Br)cc1F, CCI, CN(C)C=O, [H-], [Na+]. The product is CCOc1c(F)cc(Br)cc1F. As a reaction SMILES: [Br:1][c:2]1[cH:3][c:4]([F:10])[c:5]([OH:9])[c:6]([F:8])[cH:7]1.[CH2:13]([CH3:14])[I:15].[CH3:16][N:17]([CH3:18])[CH:19]=[O:20].[H-:11].[Na+:12]>>[Br:1][c:2]1[cH:3][c:4]([F:10])[c:5]([O:9][CH2:13][CH3:14])[c:6]([F:8])[cH:7]1. The reactants are C(C)(C)[Si](SC1=CC(=C(C(=C1)OC)OC)OC)(C(C)C)C(C)C (Triisopropyl-(3,4,5-trimethoxyphenylsulphanyl)-silane), [F-].[Cs+] (CsF), BrCCCC(=O)OCC (ethyl 4-bromobutyrate). Solvent: CN(C=O)C (dimethylformamide). Conditions: time 3 hour. Yields the product COC=1C=C(C=C(C1OC)OC)SCCCC(=O)OCC (Ethyl 4-(3,4,5-trimethoxy-phenylsulphanyl)butyrate). RXN SMILES: C([Si](C(C)C)(C(C)C)[S:5][C:6]1[CH:11]=[C:10]([O:12][CH3:13])[C:9]([O:14][CH3:15])=[C:8]([O:16][CH3:17])[CH:7]=1)(C)C.[F-].[Cs+].Br[CH2:27][CH2:28][CH2:29][C:30]([O:32][CH2:33][CH3:34])=[O:31]>CN(C)C=O>[CH3:13][O:12][C:10]1[CH:11]=[C:6]([S:5][CH2:27][CH2:28][CH2:29][C:30]([O:32][CH2:33][CH3:34])=[O:31])[CH:7]=[C:8]([O:16][CH3:17])[C:9]=1[O:14][CH3:15] |f:1.2|. Reported procedure: A suspension of 1.78 g of the compound obtained in Step A, 0.835 g of CsF and 1.1 g of ethyl 4-bromobutyrate in 80 ml of dimethylformamide is stirred, under argon, for 3 hours. After removal of the solvent by distillation, the residue is taken up in a mixture of water/dichloromethane, decanted and then dried over sodium sulphate. Chromatography over silica gel eluted with dichloromethane enables the expected product to be isolated. Starting materials: Pd(PPh4)3, BrC=1C=C(CN2N=C(N=C2C)C2=NC(=NO2)C2=CC=C(C=C2)OC(F)(F)F)C=CC1 (5-(1-(3-bromobenzyl)-5-methyl-1H-1,2,4-triazol-3-yl)-3-(4-(trifluoromethoxy)phenyl)-1,2,4-oxadiazole), C(CCC)[Sn](C=C)(CCCC)CCCC (tributyl(vinyl)stannane), C(=O)([O-])[O-].[K+].[K+] (K2CO3). The solvent is O1CCOCC1 (1,4-dioxane), O (H2O). Conditions: temperature 110 celsius. Yields the product C(=C)C=1C=C(C=CC1)CN1N=C(N=C1C)C1=NC(=NO1)C1=CC=C(C=C1)OC(F)(F)F (5-{1-[(3-Ethenylphenyl)methyl]-5-methyl-1H-1,2,4-triazol-3-yl}-3-[4-(trifluoromethoxy)phenyl]-1,2,4-oxadiazole). Reaction SMILES: Br[C:2]1[CH:3]=[C:4]([CH:28]=[CH:29][CH:30]=1)[CH2:5][N:6]1[C:10]([CH3:11])=[N:9][C:8]([C:12]2[O:16][N:15]=[C:14]([C:17]3[CH:22]=[CH:21][C:20]([O:23][C:24]([F:27])([F:26])[F:25])=[CH:19][CH:18]=3)[N:13]=2)=[N:7]1.[CH2:31]([Sn](CCCC)(CCCC)C=C)[CH2:32]CC.C([O-])([O-])=O.[K+].[K+]>O1CCOCC1.O>[CH:31]([C:2]1[CH:3]=[C:4]([CH2:5][N:6]2[C:10]([CH3:11])=[N:9][C:8]([C:12]3[O:16][N:15]=[C:14]([C:17]4[CH:22]=[CH:21][C:20]([O:23][C:24]([F:27])([F:25])[F:26])=[CH:19][CH:18]=4)[N:13]=3)=[N:7]2)[CH:28]=[CH:29][CH:30]=1)=[CH2:32] |f:2.3.4|. Procedure: To a mixture of 5-(1-(3-bromobenzyl)-5-methyl-1H-1,2,4-triazol-3-yl)-3-(4-(trifluoromethoxy)phenyl)-1,2,4-oxadiazole (Example 11, Step 1; 200 mg, 0.42 mmol), tributyl(vinyl)stannane (159 mg, 0.50 mmol) and K2CO3 (174 mg, 1.26 mmol) in 1,4-dioxane (5 mL), was added Pd(PPh4)3 (28 mg, 0.025 mmol). The reaction mixture was heated in a sealed vial at 110° C. under inert atmosphere for 12 h, cooled to RT, diluted with H2O (30 mL) and extracted with EtOAc (2×20 mL). The combined organic layers were was...